This data is from the Open Reaction Database (ORD), a public repository of structured organic reaction records. The task is: describe an organic reaction: reactants, conditions, products, and yield Reactants: C(C)(C)(C)O[C@H](C(=O)O)C1=C(C2=CC=C(C=C2C=C1C)C1=NC=CC=N1)C1=CC=C(C=C1)Cl ((S)-2-tert-butoxy-2-(1-(4-chlorophenyl)-3-methyl-6-(pyrimidin-2-yl)naphthalen-2-yl)acetic acid), BrC1=NC=CC=N1 (2-bromopyrimidine). The product is C(C)(C)(C)O[C@H](C(=O)O)C1=C(C2=CC=C(C=C2C=C1C)C=1C=2N(C=CN1)C=CN2)C2=CC=C(C=C2)Cl ((S)-2-tert-butoxy-2-(1-(4-chlorophenyl)-6-(imidazo[1,2-a]pyrazin-8-yl)-3-methylnaphthalen-2-yl)acetic acid). RXN SMILES: [C:1]([O:5][C@@H:6]([C:10]1[C:19]([CH3:20])=[CH:18][C:17]2[C:12](=[CH:13][CH:14]=[C:15]([C:21]3N=CC=[CH:23][N:22]=3)[CH:16]=2)[C:11]=1[C:27]1[CH:32]=[CH:31][C:30]([Cl:33])=[CH:29][CH:28]=1)[C:7]([OH:9])=[O:8])([CH3:4])([CH3:3])[CH3:2].Br[C:35]1[N:40]=[CH:39][CH:38]=[CH:37][N:36]=1>>[C:1]([O:5][C@@H:6]([C:10]1[C:19]([CH3:20])=[CH:18][C:17]2[C:12](=[CH:13][CH:14]=[C:15]([C:21]3[C:35]4[N:36]([CH:38]=[CH:39][N:40]=4)[CH:37]=[CH:23][N:22]=3)[CH:16]=2)[C:11]=1[C:27]1[CH:28]=[CH:29][C:30]([Cl:33])=[CH:31][CH:32]=1)[C:7]([OH:9])=[O:8])([CH3:3])([CH3:4])[CH3:2]. Reported procedure: (S)-2-tert-butoxy-2-(1-(4-chlorophenyl)-6-(imidazo[1,2-a]pyrazin-8-yl)-3-methylnaphthalen-2-yl)acetic acid (61) was prepared in a similar fashion to compound 59 with the substitution of 8-chloroimidazo[1,2-a]pyrazine hydrobromide (See Guzi, T. J, Paruch, K., et. al. US 20070105864, p. 121) for 2-bromopyrimidine in step 2. The title compound (0.017 g) was isolated as an amorphous pale yellow powder. LCMS-ESI+ (m/z): [M+H]+ calcd for C29H27ClN3O3: 500.7; found: 500.0. 1H-NMR: 400 MHz, (CD3CN) δ: 9...